This data is from the Open Reaction Database (ORD), a public repository of structured organic reaction records. The task is: describe an organic reaction: reactants, conditions, products, and yield Starting materials: [Li]CCCC (n-BuLi), CN(C)CCN(C)C (TMEDA), C(=C)C(C1=CC=CC=C1)Cl (vinylbenzylchloride), C=CC1=CC=CC=C1 (styrene), N1(CCCC1)CC=CC1=CC=CC=C1 (pyrrolidinomethyl styrene), N1(CCCC1)CC1=CC=C(C=C)C=C1 (4-(pyrrolidino methyl) styrene), N1(CCCC1)CC=1C=C(C=C)C=CC1 (3-(pyrrolidinomethyl) styrene), N1(CCCC1)CC1=CC=C(C=C)C=C1 (4-(pyrrolidino methyl) styrene). Yields the product N1(CCCC1)CC=CC1=CC=CC=C1.C=CC1=CC=CC=C1.C=CC=C (pyrrolidinomethylstyrene styrene 1,3-butadiene), N1(CCCC1)CC=CC1=CC=CC=C1 (PMS). As a reaction SMILES: [N:1]1([CH2:6][CH:7]=[CH:8][C:9]2[CH:14]=[CH:13][CH:12]=[CH:11][CH:10]=2)[CH2:5][CH2:4][CH2:3][CH2:2]1.[CH:15]([CH:17](Cl)[C:18]1[CH:23]=[CH:22][CH:21]=[CH:20][CH:19]=1)=C.[CH2:25]=[CH:26][C:27]1C=CC=C[CH:28]=1.N1(CC2C=CC(C=C)=CC=2)CCCC1.[N:47]1([CH2:52][C:53]2[CH:54]=[C:55]([CH:58]=[CH:59][CH:60]=2)[CH:56]=[CH2:57])[CH2:51][CH2:50][CH2:49][CH2:48]1.CN(CCN(C)C)C.[Li]CCCC>>[N:1]1([CH2:6][CH:7]=[CH:8][C:9]2[CH:10]=[CH:11][CH:12]=[CH:13][CH:14]=2)[CH2:5][CH2:4][CH2:3][CH2:2]1.[CH2:15]=[CH:17][C:18]1[CH:23]=[CH:22][CH:21]=[CH:20][CH:19]=1.[CH2:25]=[CH:26][CH:27]=[CH2:28].[N:47]1([CH2:52][CH:53]=[CH:54][C:55]2[CH:56]=[CH:57][CH:60]=[CH:59][CH:58]=2)[CH2:48][CH2:49][CH2:50][CH2:51]1 |f:7.8.9|. Reported procedure: In this example, a Feb. 18, 1980 pyrrolidinomethylstyrene/styrene/1,3-butadiene terpolymer was prepared using the procedures described in Example 34 except that pyrrolidinomethyl styrene (PMS) was used instead of PES. The PMS was prepared from vinylbenzylchloride and normally was a mixture 3-pyrrolidino methyl) styrene and 4-(pyrrolidino methyl) styrene. The molar ratio of 3-(pyrrolidinomethyl) styrene to 4-(pyrrolidino methyl) styrene was normally closed to 60:40. Also, 0.55 ml of a neat TMEDA ... Reactants: ClCCl, O=C(O)c1cnc2cc(OCc3ccccc3)c(OCc3ccccc3)cn2c1=O. Product: O=C(Cl)c1cnc2cc(OCc3ccccc3)c(OCc3ccccc3)cn2c1=O. Reaction SMILES: [Cl:31][CH2:32][Cl:33].[O:1]=[c:2]1[c:3]([C:28](=[O:29])[OH:30])[cH:4][n:5][c:6]2[n:7]1[cH:8][c:9]([O:20][CH2:21][c:22]1[cH:23][cH:24][cH:25][cH:26][cH:27]1)[c:10]([O:12][CH2:13][c:14]1[cH:15][cH:16][cH:17][cH:18][cH:19]1)[cH:11]2>>[O:1]=[c:2]1[c:3]([C:28](=[O:30])[Cl:31])[cH:4][n:5][c:6]2[n:7]1[cH:8][c:9]([O:20][CH2:21][c:22]1[cH:23][cH:24][cH:25][cH:26][cH:27]1)[c:10]([O:12][CH2:13][c:14]1[cH:15][cH:16][cH:17][cH:18][cH:19]1)[cH:11]2. Reactants: [Br-], CCc1cc2c(=O)n(C(C)C=O)c(=O)n(Cc3ccc(-c4ccccc4C#N)cc3)c2s1, COc1ccc([Mg+])cc1, C1CCOC1. Yields the product CCc1cc2c(=O)n(C(C)C(O)c3ccc(OC)cc3)c(=O)n(Cc3ccc(-c4ccccc4C#N)cc3)c2s1. RXN SMILES: [Br-:33].[CH2:1]([CH3:2])[c:3]1[cH:4][c:5]2[c:6]([n:7]([CH2:17][c:18]3[cH:19][cH:20][c:21](-[c:24]4[c:25]([C:30]#[N:31])[cH:26][cH:27][cH:28][cH:29]4)[cH:22][cH:23]3)[c:8](=[O:16])[n:9]([CH:12]([CH:13]=[O:14])[CH3:15])[c:10]2=[O:11])[s:32]1.[CH3:34][O:35][c:36]1[cH:37][cH:38][c:39]([Mg+:42])[cH:40][cH:41]1.[O:43]1[CH2:44][CH2:45][CH2:46][CH2:47]1>>[CH2:1]([CH3:2])[c:3]1[cH:4][c:5]2[c:6]([n:7]([CH2:17][c:18]3[cH:19][cH:20][c:21](-[c:24]4[c:25]([C:30]#[N:31])[cH:26][cH:27][cH:28][cH:29]4)[cH:22][cH:23]3)[c:8](=[O:16])[n:9]([CH:12]([CH:13]([OH:14])[c:39]3[cH:38][cH:37][c:36]([O:35][CH3:34])[cH:41][cH:40]3)[CH3:15])[c:10]2=[O:11])[s:32]1. Starting materials: C1CCOC1, COC(=O)c1cccc(-c2nc3ccccn3c2-c2ccnc(Nc3cccc(OCCN(C)C)c3C)n2)c1, C[Si](C)(C)[N-][Si](C)(C)C, Nc1c(F)cccc1F, [Na+]. The product is Cc1c(Nc2nccc(-c3c(-c4cccc(C(=O)Nc5c(F)cccc5F)c4)nc4ccccn34)n2)cccc1OCCN(C)C. As a reaction SMILES: [CH2:59]1[O:60][CH2:61][CH2:62][CH2:63]1.[CH3:1][N:2]([CH2:3][CH2:4][O:5][c:6]1[c:7]([CH3:38])[c:8]([NH:12][c:13]2[n:14][cH:15][cH:16][c:17](-[c:19]3[c:20](-[c:28]4[cH:29][c:30]([C:31](=[O:32])[O:33][CH3:34])[cH:35][cH:36][cH:37]4)[n:21][c:22]4[n:23]3[cH:24][cH:25][cH:26][cH:27]4)[n:18]2)[cH:9][cH:10][cH:11]1)[CH3:39].[CH3:49][Si:50]([N-:51][Si:52]([CH3:53])([CH3:54])[CH3:55])([CH3:56])[CH3:57].[F:40][c:41]1[c:42]([NH2:43])[c:44]([F:48])[cH:45][cH:46][cH:47]1.[Na+:58]>>[CH3:1][N:2]([CH2:3][CH2:4][O:5][c:6]1[c:7]([CH3:38])[c:8]([NH:12][c:13]2[n:14][cH:15][cH:16][c:17](-[c:19]3[c:20](-[c:28]4[cH:29][c:30]([C:31](=[O:32])[NH:43][c:42]5[c:41]([F:40])[cH:47][cH:46][cH:45][c:44]5[F:48])[cH:35][cH:36][cH:37]4)[n:21][c:22]4[n:23]3[cH:24][cH:25][cH:26][cH:27]4)[n:18]2)[cH:9][cH:10][cH:11]1)[CH3:39]. Starting materials: C1=CC=CC=2NC(C3=C(C(C21)=O)C=CC=C3)=O (5H-dibenz[b,e]azepine-6,11-dione), BrCCCCl (1-Bromo-3-chloropropane), [Cl-].[NH4+] (Ammonium chloride), [H-].[Na+] (sodium hydride). Solvent: CN(C=O)C (N,N-dimethylformamide), CN(C=O)C (N,N-dimethylformamide). Conditions: time 1.5 hour. Yields the product ClCCCN1C2=C(C(C3=C(C1=O)C=CC=C3)=O)C=CC=C2 (5-(3-chloropropyl)-5H-dibenz[b,e]azepine-6,1 1-dione). The yield is 79.6%. As a reaction SMILES: [CH:1]1[C:11]2[C:10](=[O:12])[C:9]3[CH:13]=[CH:14][CH:15]=[CH:16][C:8]=3[C:7](=[O:17])[NH:6][C:5]=2[CH:4]=[CH:3][CH:2]=1.[H-].[Na+].Br[CH2:21][CH2:22][CH2:23][Cl:24].[Cl-].[NH4+]>CN(C)C=O>[Cl:24][CH2:23][CH2:22][CH2:21][N:6]1[C:7](=[O:17])[C:8]2[CH:16]=[CH:15][CH:14]=[CH:13][C:9]=2[C:10](=[O:12])[C:11]2[CH:1]=[CH:2][CH:3]=[CH:4][C:5]1=2 |f:1.2,4.5|. Procedure details: To a solution of 5H-dibenz[b,e]azepine-6,11-dione (3.0 g, 0.013 mol) in dry N,N-dimethylformamide (25 ml) kept under an atmosphere of nitrogen, sodium hydride (0.7 g, 0.027 mol, 60% dispersion in mineral oil) was added in portions and the reaction mixture was stirred for 1.5 hour. 1-Bromo-3-chloropropane (5.0 g, 0.031 mol) dissolved in N,N-dimethylformamide was slowly added and the mixture was stirred overnight. Ammonium chloride (2.0 g, 0.04 mol) was added and stirring was continued for 30 minu...